From a dataset of the Open Reaction Database (ORD), a public repository of structured organic reaction records. describe an organic reaction: reactants, conditions, products, and yield Reactants: O=C([O-])[O-], CC(C)(C)OC(=O)N1CCCCC1, COC(=O)c1ccc(-c2ccccc2)cc1NC(=O)c1cc(OCCBr)ccc1OCc1ccccc1, CN1CCCC1=O, CCOC(C)=O, [K+], [K+], O. The product is COC(=O)c1ccc(-c2ccccc2)cc1NC(=O)c1cc(OCCC2CCN(C(=O)OC(C)(C)C)CC2)ccc1OCc1ccccc1. As a reaction SMILES: [C:1](=[O:2])([O-:3])[O-:4].[C:7]([CH3:8])([CH3:9])([CH3:10])[O:11][C:12](=[O:13])[N:14]1[CH2:15][CH2:16][CH2:17][CH2:18][CH2:19]1.[CH2:27]([c:28]1[cH:29][cH:30][cH:31][cH:32][cH:33]1)[O:34][c:35]1[c:36]([C:37](=[O:38])[NH:39][c:40]2[c:41]([C:42](=[O:43])[O:44][CH3:45])[cH:46][cH:47][c:48](-[c:50]3[cH:51][cH:52][cH:53][cH:54][cH:55]3)[cH:49]2)[cH:56][c:57]([O:60][CH2:61][CH2:62][Br:63])[cH:58][cH:59]1.[CH3:20][N:21]1[CH2:22][CH2:23][CH2:24][C:25]1=[O:26].[CH3:64][CH2:65][O:66][C:67](=[O:68])[CH3:69].[K+:5].[K+:6].[OH2:70]>>[C:7]([CH3:8])([CH3:9])([CH3:10])[O:11][C:12](=[O:13])[N:14]1[CH2:15][CH2:16][CH:17]([CH2:62][CH2:61][O:60][c:57]2[cH:56][c:36]([C:37](=[O:38])[NH:39][c:40]3[c:41]([C:42](=[O:43])[O:44][CH3:45])[cH:46][cH:47][c:48](-[c:50]4[cH:51][cH:52][cH:53][cH:54][cH:55]4)[cH:49]3)[c:35]([O:34][CH2:27][c:28]3[cH:29][cH:30][cH:31][cH:32][cH:33]3)[cH:59][cH:58]2)[CH2:18][CH2:19]1. Reactants: BrC1=CC(=CN1)CN(C(OC(C)(C)C)=O)C (tert-butyl [(5-bromo-1H-pyrrol-3-yl)methyl]methylcarbamate), [H-].[Na+] (sodium hydride), C1COCCOCCOCCOCCO1 (15-crown-5), N1=CC(=CC=C1)S(=O)(=O)Cl (pyridine-3-sulfonyl chloride). Run in O1CCCC1 (tetrahydrofuran), O (water), O1CCCC1 (tetrahydrofuran). Reaction conditions: time 30 minute. The product is C(C)(C)(C)OC(N(C)CC1=CN(C(=C1)Br)S(=O)(=O)C=1C=NC=CC1)=O (tert-butyl{[5-bromo-1-(pyridin-3-ylsulfonyl)-1H-pyrrol-3-yl]methyl}methylcarbamate). The yield is 68.3%. As a reaction SMILES: [H-].[Na+].[Br:3][C:4]1[NH:8][CH:7]=[C:6]([CH2:9][N:10]([CH3:18])[C:11](=[O:17])[O:12][C:13]([CH3:16])([CH3:15])[CH3:14])[CH:5]=1.C1OCCOCCOCCOCCOC1.[N:34]1[CH:39]=[CH:38][CH:37]=[C:36]([S:40](Cl)(=[O:42])=[O:41])[CH:35]=1>O1CCCC1.O>[C:13]([O:12][C:11](=[O:17])[N:10]([CH2:9][C:6]1[CH:5]=[C:4]([Br:3])[N:8]([S:40]([C:36]2[CH:35]=[N:34][CH:39]=[CH:38][CH:37]=2)(=[O:42])=[O:41])[CH:7]=1)[CH3:18])([CH3:14])([CH3:15])[CH3:16] |f:0.1|. Procedure details: To a suspension of sodium hydride (60% in oil, 7.4 g) in tetrahydrofuran (300 mL) was added a solution of tert-butyl [(5-bromo-1H-pyrrol-3-yl)methyl]methylcarbamate (44.5 g) in tetrahydrofuran (60 mL) at 0° C., and 15-crown-5 (40.7 g) and pyridine-3-sulfonyl chloride (30.1 g) were added at the same temperature. The mixture was stirred at room temperature for 30 min, water was added and the mixture was concentrated under reduced pressure. The residue was extracted with ethyl acetate. The extract ...